From a dataset of the Open Reaction Database (ORD), a public repository of structured organic reaction records. describe an organic reaction: reactants, conditions, products, and yield Reactants: C#CCO, ClC(Cl)Cl, CCN(C(C)C)C(C)C, Cc1ccc(I)cc1Cl, [Cu]I, C1CCOC1, O=C(C=Cc1ccccc1)C=Cc1ccccc1, O=C(C=Cc1ccccc1)C=Cc1ccccc1, O=C(C=Cc1ccccc1)C=Cc1ccccc1, [Pd], [Pd], c1ccc(P(c2ccccc2)c2ccccc2)cc1. Product: Cc1ccc(C#CCO)cc1Cl. RXN SMILES: [CH2:29]([C:30]#[CH:31])[OH:32].[CH:100]([Cl:101])([Cl:102])[Cl:103].[CH:33]([N:34]([CH:35]([CH3:36])[CH3:37])[CH2:38][CH3:39])([CH3:40])[CH3:41].[Cl:1][c:2]1[c:3]([CH3:9])[cH:4][cH:5][c:6]([I:8])[cH:7]1.[Cu:42][I:43].[O:104]1[CH2:105][CH2:106][CH2:107][CH2:108]1.[O:46]=[C:47]([CH:48]=[CH:49][c:50]1[cH:51][cH:52][cH:53][cH:54][cH:55]1)[CH:56]=[CH:57][c:58]1[cH:59][cH:60][cH:61][cH:62][cH:63]1.[O:64]=[C:65]([CH:66]=[CH:67][c:68]1[cH:69][cH:70][cH:71][cH:72][cH:73]1)[CH:74]=[CH:75][c:76]1[cH:77][cH:78][cH:79][cH:80][cH:81]1.[O:82]=[C:83]([CH:84]=[CH:85][c:86]1[cH:87][cH:88][cH:89][cH:90][cH:91]1)[CH:92]=[CH:93][c:94]1[cH:95][cH:96][cH:97][cH:98][cH:99]1.[Pd:44].[Pd:45].[c:10]1([P:11]([c:12]2[cH:13][cH:14][cH:15][cH:16][cH:17]2)[c:18]2[cH:19][cH:20][cH:21][cH:22][cH:23]2)[cH:24][cH:25][cH:26][cH:27][cH:28]1>>[Cl:1][c:2]1[c:3]([CH3:9])[cH:4][cH:5][c:6]([C:31]#[C:30][CH2:29][OH:32])[cH:7]1. Reaction conditions: temperature 70 celsius. The solvent is CCO (EtOH). The product is C(C)C1(CCN(CC1)C=1SC(=CN1)C=1C=C(C2=C(N=C(S2)NC(NCC)=O)C1)C1=NC=CC=C1)C(=O)O (4-Ethyl-1-[5-[2-(ethylcarbamoylamino)-7-(2-pyridyl)-1,3-benzothiazol-5-yl]thiazol-2-yl]piperidine-4-carboxylic acid), solid. The reactants are C(C)C1(CCN(CC1)C=1SC(=CN1)C=1C=C(C2=C(N=C(S2)NC(NCC)=O)C1)C1=NC=CC=C1)C(=O)OCC (ethyl 4-ethyl-1-[5-[2-(ethylcarbamoylamino)-7-(2-pyridyl)-1,3-benzothiazol-5-yl]thiazol-2-yl]piperidine-4-carboxylate), [OH-].[Na+] (NaOH). Reaction SMILES: [CH2:1]([C:3]1([C:35]([O:37]CC)=[O:36])[CH2:8][CH2:7][N:6]([C:9]2[S:10][C:11]([C:14]3[CH:15]=[C:16]([C:29]4[CH:34]=[CH:33][CH:32]=[CH:31][N:30]=4)[C:17]4[S:21][C:20]([NH:22][C:23](=[O:27])[NH:24][CH2:25][CH3:26])=[N:19][C:18]=4[CH:28]=3)=[CH:12][N:13]=2)[CH2:5][CH2:4]1)[CH3:2].[OH-].[Na+]>CCO>[CH2:1]([C:3]1([C:35]([OH:37])=[O:36])[CH2:8][CH2:7][N:6]([C:9]2[S:10][C:11]([C:14]3[CH:15]=[C:16]([C:29]4[CH:34]=[CH:33][CH:32]=[CH:31][N:30]=4)[C:17]4[S:21][C:20]([NH:22][C:23](=[O:27])[NH:24][CH2:25][CH3:26])=[N:19][C:18]=4[CH:28]=3)=[CH:12][N:13]=2)[CH2:5][CH2:4]1)[CH3:2] |f:1.2|. Procedure: To a solution of ethyl 4-ethyl-1-[5-[2-(ethylcarbamoylamino)-7-(2-pyridyl)-1,3-benzothiazol-5-yl]thiazol-2-yl]piperidine-4-carboxylate (30 mg, 0.053 mmol) in EtOH (1 mL) was added aqueous NaOH (0.3 mL, 3.5 M). The solution was heated to 70° C. for 22 h then cooled to rt and the pH of the solution adjusted to 4-5. The mixture was extracted with EtOAc (3×1 mL) and the combined organic layer dried over Na2SO4, filtered then evaporated under reduced pressure. The residue was adsorbed to a 0.5 g sili... The yield is 11.0%.